Dataset: the Open Reaction Database (ORD), a public repository of structured organic reaction records. Task: describe an organic reaction: reactants, conditions, products, and yield Starting materials: BrC1=CC=C(S1)C(=O)O (5-Bromothiophene-2-carboxylic acid), C1(=CC=CC=C1)S (Thiophenol), [H-].[Na+] (sodium hydride), CS(=O)C (dimethylsulfoxide), [H][H] (hydrogen). Product: C1(=CC=CC=C1)C1=CC=C(S1)C(=S)O (5-Phenylthiothiophene-2-carboxylic Acid). Reaction SMILES: [C:1]1(S)[CH:6]=[CH:5][CH:4]=[CH:3][CH:2]=1.[H-].[Na+].[H][H].Br[C:13]1[S:17][C:16]([C:18]([OH:20])=O)=[CH:15][CH:14]=1.C[S:22](C)=O>>[C:1]1([C:13]2[S:17][C:16]([C:18]([OH:20])=[S:22])=[CH:15][CH:14]=2)[CH:6]=[CH:5][CH:4]=[CH:3][CH:2]=1 |f:1.2|. Reported procedure: Thiophenol (6.2 ml., 60 mmoles) and sodium hydride (2.5 g. of 57% in oil, 60 mmoles) were heated at 100° C. in 50 ml. of dimethylsulfoxide for 15 minutes, at which time evoluation of hydrogen was complete. 5-Bromothiophene-2-carboxylic acid (6.2 g., 30 mmoles) was added and the mixture heated for 5 hours near reflux in an oil bath maintained at 190°-192° C. The reaction was cooled to room temperature, diluted with 200 ml. of 0.5 N sodium hydroxide and extracted with 75 ml. of ether. The aqueous ...